From a dataset of the Open Reaction Database (ORD), a public repository of structured organic reaction records. describe an organic reaction: reactants, conditions, products, and yield The product is COc1cc(OC)c(Cl)c(-c2ccc(C(=O)Nc3ccc(CN(C)CCN(C)C)cn3)c3ncccc23)c1Cl. Starting materials: COc1ccc(CN2CCN(Cc3ccc(NC(=O)c4ccc(-c5c(Cl)c(OC)cc(OC)c5Cl)c5cccnc45)cn3)CC2)cc1, CO, ClCCl, CN(C)CCN(C)Cc1ccc(N)nc1. RXN SMILES: [CH3:1][O:2][c:3]1[cH:4][cH:5][c:6]([CH2:7][N:8]2[CH2:9][CH2:10][N:11]([CH2:12][c:13]3[n:14][cH:15][c:16]([NH:21][C:22](=[O:23])[c:24]4[cH:25][cH:26][c:27](-[c:34]5[c:35]([Cl:45])[c:36]([O:43][CH3:44])[cH:37][c:38]([O:41][CH3:42])[c:39]5[Cl:40])[c:28]5[cH:29][cH:30][cH:31][n:32][c:33]45)[cH:17][cH:18]3)[CH2:19][CH2:20]2)[cH:46][cH:47]1.[CH3:66][OH:67].[Cl:63][CH2:64][Cl:65].[NH2:48][c:49]1[cH:50][cH:51][c:52]([CH2:55][N:56]([CH2:57][CH2:58][N:59]([CH3:60])[CH3:61])[CH3:62])[cH:53][n:54]1>>[NH:21]([C:22](=[O:23])[c:24]1[cH:25][cH:26][c:27](-[c:34]2[c:35]([Cl:45])[c:36]([O:43][CH3:44])[cH:37][c:38]([O:41][CH3:42])[c:39]2[Cl:40])[c:28]2[cH:29][cH:30][cH:31][n:32][c:33]12)[c:49]1[cH:50][cH:51][c:52]([CH2:55][N:56]([CH2:57][CH2:58][N:59]([CH3:60])[CH3:61])[CH3:62])[cH:53][n:54]1. The reactants are C(C)OC(=O)CC=1C=CC(=C(OC2=C(C=C(C(=O)O)C=C2)CSC(C)C)C1)OC (4-(5-ethoxycarbonylmethyl-2-methoxy-phenoxy)-3-isopropylsulfanylmethyl-benzoic acid), C(C(=O)Cl)(=O)Cl (oxalyl chloride), C(C)(C)N(CC)C(C)C (diisopropylethylamine), C(C)N (ethylamine). The reagents and catalysts are CN(C)C=O (DMF). Solvent: C(Cl)Cl (CH2Cl2), C(Cl)Cl (CH2Cl2). Conditions: time 30 minute. Yields the product C(C)OC(CC1=CC(=C(C=C1)OC)OC1=C(C=C(C=C1)C(NCC)=O)CSC(C)C)=O ([3-(4-Ethylcarbamoyl-2-isopropylsulfanylmethyl-phenoxy)-4-methoxy-phenyl]-acetic acid ethyl ester). RXN SMILES: [CH2:1]([O:3][C:4]([CH2:6][C:7]1[CH:8]=[CH:9][C:10]([O:28][CH3:29])=[C:11]([CH:27]=1)[O:12][C:13]1[CH:21]=[CH:20][C:16]([C:17]([OH:19])=O)=[CH:15][C:14]=1[CH2:22][S:23][CH:24]([CH3:26])[CH3:25])=[O:5])[CH3:2].C(Cl)(=O)C(Cl)=O.[CH2:36]([NH2:38])[CH3:37].C(N(C(C)C)CC)(C)C>C(Cl)Cl.CN(C=O)C>[CH2:1]([O:3][C:4](=[O:5])[CH2:6][C:7]1[CH:8]=[CH:9][C:10]([O:28][CH3:29])=[C:11]([O:12][C:13]2[CH:21]=[CH:20][C:16]([C:17](=[O:19])[NH:38][CH2:36][CH3:37])=[CH:15][C:14]=2[CH2:22][S:23][CH:24]([CH3:26])[CH3:25])[CH:27]=1)[CH3:2]. Procedure details: To 4-(5-ethoxycarbonylmethyl-2-methoxy-phenoxy)-3-isopropylsulfanylmethyl-benzoic acid (0.07 g, 0.17 mmol) in CH2Cl2 (10 mL) and DMF (1 drop) was added oxalyl chloride (0.04 mL, 0.5 mmol), and the reaction was stirred at room temperature for 30 minutes. After concentrating to dryness, ethylamine (2M in THF; 0.25 mL, 0.5 mmol) was added, followed by CH2Cl2 (10 mL) and diisopropylethylamine (0.5 mL), and the reaction was stirred at room temperature for 15 minutes. The mixture was worked up to give... The reactants are C=CCBr, CN(C)C=O, [K+], [K+], O=C([O-])[O-], O=Cc1c(O)ccc2c1OCO2. Product: C=CCOc1ccc2c(c1C=O)OCO2. As a reaction SMILES: [CH2:19]([CH:20]=[CH2:21])[Br:22].[CH3:23][N:24]([CH3:25])[CH:26]=[O:27].[K+:13].[K+:14].[O-:15][C:16]([O-:17])=[O:18].[OH:1][c:2]1[c:3]([CH:11]=[O:12])[c:4]2[c:5]([cH:9][cH:10]1)[O:6][CH2:7][O:8]2>>[O:1]([c:2]1[c:3]([CH:11]=[O:12])[c:4]2[c:5]([cH:9][cH:10]1)[O:6][CH2:7][O:8]2)[CH2:21][CH:20]=[CH2:19].